Dataset: the Open Reaction Database (ORD), a public repository of structured organic reaction records. Task: describe an organic reaction: reactants, conditions, products, and yield Reactants: C(C)OC(=O)C1(CCN(CC1)CC1=CC=C(C=C1)Br)S(=O)(=O)C1=CC=C(C=C1)OCC#CC (1-(4-bromo-benzyl)-4-(4-but-2-ynyloxy-benzenesulfonyl)-piperdine-4-carboxylic acid ethyl ester), CO (methanol), [OH-].[Na+] (NaOH). Run in C1CCOC1 (THF). Reaction conditions: time 24 hour. The product is BrC1=CC=C(CN2CCC(CC2)(C(=O)O)S(=O)(=O)C2=CC=C(C=C2)OCC#CC)C=C1 (1-(4-Bromo-benzyl)-4-(4-but-2-ynyloxy-benzenesulfonyl)-piperdine-4-carboxylic acid). As a reaction SMILES: C([O:3][C:4]([C:6]1([S:20]([C:23]2[CH:28]=[CH:27][C:26]([O:29][CH2:30][C:31]#[C:32][CH3:33])=[CH:25][CH:24]=2)(=[O:22])=[O:21])[CH2:11][CH2:10][N:9]([CH2:12][C:13]2[CH:18]=[CH:17][C:16]([Br:19])=[CH:15][CH:14]=2)[CH2:8][CH2:7]1)=[O:5])C.CO.[OH-].[Na+]>C1COCC1>[Br:19][C:16]1[CH:15]=[CH:14][C:13]([CH2:12][N:9]2[CH2:10][CH2:11][C:6]([S:20]([C:23]3[CH:24]=[CH:25][C:26]([O:29][CH2:30][C:31]#[C:32][CH3:33])=[CH:27][CH:28]=3)(=[O:22])=[O:21])([C:4]([OH:5])=[O:3])[CH2:7][CH2:8]2)=[CH:18][CH:17]=1 |f:2.3|. Procedure: 1-(4-Bromo-benzyl)-4-(4-but-2-ynyloxy-benzenesulfonyl)-piperdine-4-carboxylic acid was prepared starting from 1-(4-bromo-benzyl)-4-(4-but-2-ynyloxy-benzenesulfonyl)-piperdine-4-carboxylic acid ethyl ester (1.36 g, 2.54 mmol) dissolved in THF:methanol (100:50 ml) and 10 N NaOH (15 ml). The reaction mixture was stirred at room temperature for 24 hrs. The reaction mixture was then concentrated and residue was cooled and neutralized with concentrated HCl. The separated solid was extracted with chlor... Reactants: FC=1C=C(C=CC1OC1=C(C=NC=C1)C#CC=1C=NC=CC1)N (3-fluoro-4-(3-(2-(pyridin-3-yl)ethynyl)pyridin-4-yloxy)benzenamine), solution, FC1=CC=C(C=C1)CC(=O)N=C=O (2-(4-fluorophenyl)acetyl isocyanate), COC1=CC=C(CNC2=CC(=NC=N2)OC2=C(C=C(C=C2)NC(=O)NC(CC2=CC=C(C=C2)F)=O)F)C=C1 (1-(4-(6-(4-Methoxybenzylamino)pyrimidin-4-yloxy)-3-fluorophenyl)-3-(2-(4-fluorophenyl)acetyl)urea), COC1=CC=C(CNC2=CC(=NC=N2)OC2=C(C=C(C=C2)NC(=O)NC(CC2=CC=C(C=C2)F)=O)F)C=C1 (1-(4-(6-(4-Methoxybenzylamino)pyrimidin-4-yloxy)-3-fluorophenyl)-3-(2-(4-fluorophenyl)acetyl)urea), Cl (hydrochloride). The product is Cl.Cl.FC=1C=C(C=CC1OC1=C(C=NC=C1)C#CC=1C=NC=CC1)NC(=O)NC(CC1=CC=C(C=C1)F)=O (1-(3-Fluoro-4-(3-(2-(pyridin-3-yl)ethynyl)pyridin-4-yloxy)phenyl)-3-(2-(4-fluorophenyl)acetyl)urea, dihydrochloride salt). The yield is 38.0%. Reaction SMILES: [F:1][C:2]1[CH:3]=[C:4]([NH2:23])[CH:5]=[CH:6][C:7]=1[O:8][C:9]1[CH:14]=[CH:13][N:12]=[CH:11][C:10]=1[C:15]#[C:16][C:17]1[CH:18]=[N:19][CH:20]=[CH:21][CH:22]=1.[F:24][C:25]1[CH:30]=[CH:29][C:28]([CH2:31][C:32]([N:34]=[C:35]=[O:36])=[O:33])=[CH:27][CH:26]=1.COC1C=CC(CNC2N=CN=C(OC3C=CC(NC(NC(=O)CC4C=CC(F)=CC=4)=O)=CC=3F)C=2)=CC=1.[ClH:75]>>[ClH:75].[ClH:75].[F:1][C:2]1[CH:3]=[C:4]([NH:23][C:35]([NH:34][C:32](=[O:33])[CH2:31][C:28]2[CH:29]=[CH:30][C:25]([F:24])=[CH:26][CH:27]=2)=[O:36])[CH:5]=[CH:6][C:7]=1[O:8][C:9]1[CH:14]=[CH:13][N:12]=[CH:11][C:10]=1[C:15]#[C:16][C:17]1[CH:18]=[N:19][CH:20]=[CH:21][CH:22]=1 |f:4.5.6|. Procedure details: The title compound was prepared from 3-fluoro-4-(3-(2-(pyridin-3-yl)ethynyl)pyridin-4-yloxy)benzenamine (22 mg, 0.072 mmol) and 0.3 M solution of 2-(4-fluorophenyl)acetyl isocyanate in toluene (Compound D of Example 11, 0.50 mL, 0.15 mmol) in a manner similar to Step D of Example 33. Purification of the reaction mixture by flash column chromatography on SiO2 eluting with 0-100% EtOAc/CH2Cl2 gave a white solid which was converted to the hydrochloride in a manner similar to Step D of Example 33 to... Reactants: ClC1=NC(=NC=C1C(F)(F)F)NC1=C(C=C(CP(OCC)(OCC)=O)C=C1)OC (diethyl (4-{[4-chloro-5-(trifluoromethyl)pyrimidin-2-yl]amino}-3-methoxybenzyl)phosphonate), ( 100 ), NC=1C=CC(=C2CN(C(C12)=O)C)N1CCOCC1 (7-Amino-2-methyl-4-(morpholin-4-yl)-2,3-dihydro-1H-isoindol-1-one), NC=1C=CC(=C2CN(C(C12)=O)C)N1CCOCC1 (7-Amino-2-methyl-4-(morpholin-4-yl)-2,3-dihydro-1H-isoindol-1-one). The product is COC=1C=C(CP(OCC)(OCC)=O)C=CC1NC1=NC=C(C(=N1)NC1=C2C(N(CC2=C(C=C1)N1CCOCC1)C)=O)C(F)(F)F (Diethyl (3-methoxy-4-{[4-{[2-methyl-7-(morpholin-4-yl)-3-oxo-2,3-dihydro-1H-isoindol-4-yl]amino}-5-(trifluoromethyl)pyrimidin-2-yl]amino}benzyl)phosphonate). As a reaction SMILES: Cl[C:2]1[C:7]([C:8]([F:11])([F:10])[F:9])=[CH:6][N:5]=[C:4]([NH:12][C:13]2[CH:27]=[CH:26][C:16]([CH2:17][P:18](=[O:25])([O:22][CH2:23][CH3:24])[O:19][CH2:20][CH3:21])=[CH:15][C:14]=2[O:28][CH3:29])[N:3]=1.[NH2:30][C:31]1[CH:32]=[CH:33][C:34]([N:42]2[CH2:47][CH2:46][O:45][CH2:44][CH2:43]2)=[C:35]2[C:39]=1[C:38](=[O:40])[N:37]([CH3:41])[CH2:36]2>>[CH3:29][O:28][C:14]1[CH:15]=[C:16]([CH:26]=[CH:27][C:13]=1[NH:12][C:4]1[N:3]=[C:2]([NH:30][C:31]2[CH:32]=[CH:33][C:34]([N:42]3[CH2:47][CH2:46][O:45][CH2:44][CH2:43]3)=[C:35]3[C:39]=2[C:38](=[O:40])[N:37]([CH3:41])[CH2:36]3)[C:7]([C:8]([F:11])([F:10])[F:9])=[CH:6][N:5]=1)[CH2:17][P:18](=[O:25])([O:22][CH2:23][CH3:24])[O:19][CH2:20][CH3:21]. Procedure: The The title compound was prepared according to the procedure for Example 102 using diethyl (4-{[4-chloro-5-(trifluoromethyl)pyrimidin-2-yl]amino}-3-methoxybenzyl)phosphonate and 7-Amino-2-methyl-4-(morpholin-4-yl)-2,3-dihydro-1H-isoindol-1-one (Compound 208A). MS (ES+): m/z 665.33 (100) [MH+]; HPLC: tR=1.07 min (UPLC, purity). The reactants are CCOc1csc2c(=O)c(SC)cn(C)c12, ClCCl, O=C(OO)c1cccc(Cl)c1. Yields the product CCOc1csc2c(=O)c(S(C)=O)cn(C)c12. RXN SMILES: [CH2:12]([CH3:13])[O:14][c:15]1[cH:16][s:17][c:18]2[c:19]1[n:20]([CH3:27])[cH:21][c:22]([S:25][CH3:26])[c:23]2=[O:24].[Cl:28][CH2:29][Cl:30].[OH:1][O:2][C:3]([c:4]1[cH:5][c:6]([Cl:7])[cH:8][cH:9][cH:10]1)=[O:11]>>[O:1]=[S:25]([c:22]1[cH:21][n:20]([CH3:27])[c:19]2[c:15]([O:14][CH2:12][CH3:13])[cH:16][s:17][c:18]2[c:23]1=[O:24])[CH3:26]. The reactants are COCOC1=CC=C(C=C1)C1=CC=NC=C1 (4-(4-(methoxymethoxy)phenyl)pyridine), C(=O)(O)[O-].[Na+] (NaHCO3). Solvent: Cl (HCl). Yields the product N1=CC=C(C=C1)C1=CC=C(C=C1)O (4-(pyridin-4-yl)phenol). Isolated yield 78.9%. RXN SMILES: COC[O:4][C:5]1[CH:10]=[CH:9][C:8]([C:11]2[CH:16]=[CH:15][N:14]=[CH:13][CH:12]=2)=[CH:7][CH:6]=1.C([O-])(O)=O.[Na+]>Cl>[N:14]1[CH:15]=[CH:16][C:11]([C:8]2[CH:9]=[CH:10][C:5]([OH:4])=[CH:6][CH:7]=2)=[CH:12][CH:13]=1 |f:1.2|. Procedure details: A solution of 4-(4-(methoxymethoxy)phenyl)pyridine (240 mg, 1.11 mmol) in aqueous HCl (1N, 2.8 mL) was stirred at rt overnight. The reaction was neutralized with saturated NaHCO3 and the precipitate was collected by filtration to yield the desired compound as a white solid (150 mg). NMR (MeOH-d4): 8.49 (d, 2H), 7.65 (m, 4H), 6.92 (d, 2H). The reactants are CN1C(CC[C@@]2(C3=C(CC[C@@H]12)C=C(C=C3)Br)C)=O ((+)-(4aR)-(10bR)-4-methyl-8-bromo-10b-methyl-1,2,3,4,4a,5,6,10b-octahydrobenzo[f]quinolin-3-one), ClC1=C(C=C(C=C1)B(O)O)C(F)(F)F (4-chloro-3-trifluoromethylphenylboronic acid), C([O-])([O-])=O.[Na+].[Na+] (sodium carbonate), C1CCOC1 (THF). Reagents/catalysts: [Pd].C1(=CC=CC=C1)P(C1=CC=CC=C1)C1=CC=CC=C1.C1(=CC=CC=C1)P(C1=CC=CC=C1)C1=CC=CC=C1.C1(=CC=CC=C1)P(C1=CC=CC=C1)C1=CC=CC=C1.C1(=CC=CC=C1)P(C1=CC=CC=C1)C1=CC=CC=C1 (tetrakis (triphenylphosphine) palladium (0)). The solvent is C(Cl)(Cl)Cl (chloroform). The product is CN1C(CC[C@@]2(C3=C(CC[C@@H]12)C=C(C=C3)C3=CC(=C(C=C3)Cl)C(F)(F)F)C)=O ((+)-(4aR)-(10bR)-4-methyl-8-(4-chloro-3-trifluoromethyl-phenyl)-10b-methyl-1,2,3,4,4a,5,6,10b-octahydrobenzo[f]-quinolin-3-one). Isolated yield 70.9%. As a reaction SMILES: [CH3:1][N:2]1[C@H:11]2[C@@:6]([CH3:17])([C:7]3[CH:15]=[CH:14][C:13](Br)=[CH:12][C:8]=3[CH2:9][CH2:10]2)[CH2:5][CH2:4][C:3]1=[O:18].[Cl:19][C:20]1[CH:25]=[CH:24][C:23](B(O)O)=[CH:22][C:21]=1[C:29]([F:32])([F:31])[F:30].C(=O)([O-])[O-].[Na+].[Na+].C1COCC1>C(Cl)(Cl)Cl.[Pd].C1(P(C2C=CC=CC=2)C2C=CC=CC=2)C=CC=CC=1.C1(P(C2C=CC=CC=2)C2C=CC=CC=2)C=CC=CC=1.C1(P(C2C=CC=CC=2)C2C=CC=CC=2)C=CC=CC=1.C1(P(C2C=CC=CC=2)C2C=CC=CC=2)C=CC=CC=1>[CH3:1][N:2]1[C@H:11]2[C@@:6]([CH3:17])([C:7]3[CH:15]=[CH:14][C:13]([C:23]4[CH:24]=[CH:25][C:20]([Cl:19])=[C:21]([C:29]([F:32])([F:31])[F:30])[CH:22]=4)=[CH:12][C:8]=3[CH2:9][CH2:10]2)[CH2:5][CH2:4][C:3]1=[O:18] |f:2.3.4,7.8.9.10.11|. Reported procedure: A 15 mL round bottom flask was charged with (+)-(4aR)-(10bR)-4-methyl-8-bromo-10b-methyl-1,2,3,4,4a,5,6,10b-octahydrobenzo[f]quinolin-3-one (200 mg, 0.65 mmol), tetrakis (triphenylphosphine) palladium (0) (23 mg, 0.02 mmol), 4-chloro-3-trifluoromethylphenylboronic acid (175 mg, 0.78 mmol), 0.65 mL of 2M aq. sodium carbonate solution and 2 mL of THF, fitted with a reflux condenser, and the stirred mixture was heated at 80°, under nitrogen, for 16 h. The mixture was cooled, diluted with chloroform... Starting materials: N[C@H](CN1N=C(C=C1)C1=CC(=C(C#N)C(=C1)F)Cl)C ((S)-4-(1-(2-aminopropyl)-1H-pyrazol-3-yl)-2-chloro-6-fluorobenzonitrile), N1=CC(=CC=C1)C=1SC=C(N1)C(=O)O (2-(pyridin-3-yl)thiazole-4-carboxylic acid), CCN(C(C)C)C(C)C (DIPEA), C1=CC=C2C(=C1)N=NN2O.O (HOBt hydrate), CCN=C=NCCCN(C)C (EDCI). The product is ClC=1C=C(C=C(C1C#N)F)C1=NN(C=C1)C[C@H](C)NC(=O)C=1N=C(SC1)C=1C=NC=CC1 ((S)—N-(1-(3-(3-chloro-4-cyano-5-fluorophenyl)-1H-pyrazol-1-yl)propan-2-yl)-2-(pyridin-3-yl)thiazole-4-carboxamide). The yield is 79.7%. RXN SMILES: [NH2:1][C@@H:2]([CH3:19])[CH2:3][N:4]1[CH:8]=[CH:7][C:6]([C:9]2[CH:16]=[C:15]([F:17])[C:12]([C:13]#[N:14])=[C:11]([Cl:18])[CH:10]=2)=[N:5]1.[N:20]1[CH:25]=[CH:24][CH:23]=[C:22]([C:26]2[S:27][CH:28]=[C:29]([C:31](O)=[O:32])[N:30]=2)[CH:21]=1.CCN(C(C)C)C(C)C.C1C=C2N=NN(O)C2=CC=1.O.CCN=C=NCCCN(C)C>>[Cl:18][C:11]1[CH:10]=[C:9]([C:6]2[CH:7]=[CH:8][N:4]([CH2:3][C@@H:2]([NH:1][C:31]([C:29]3[N:30]=[C:26]([C:22]4[CH:21]=[N:20][CH:25]=[CH:24][CH:23]=4)[S:27][CH:28]=3)=[O:32])[CH3:19])[N:5]=2)[CH:16]=[C:15]([F:17])[C:12]=1[C:13]#[N:14] |f:3.4|. Procedure details: The title compound was prepared from (S)-4-(1-(2-aminopropyl)-1H-pyrazol-3-yl)-2-chloro-6-fluorobenzonitrile (0.060 g, 0.215 mmol), 2-(pyridin-3-yl)thiazole-4-carboxylic acid (0.044 g, 0.215 mmol), DIPEA (0.112 ml, 0.646 mmol), HOBt hydrate (0.050 g, 0.323 mmol) and EDCI (0.062 g, 0.323 mmol) using the method of Example 274 affording 0.080 g of the title compound. 1H-NMR (400 MHz; d6-DMSO): δ 1.20 (d, 3H), 4.40 (m, 2H), 4.51 (m, 1H), 7.02 (d, 1H), 7.81 (d, 1H), 7.94 (m, 3H), 8.33 (s, 1H), 8.38 (...